This data is from the Open Reaction Database (ORD), a public repository of structured organic reaction records. The task is: describe an organic reaction: reactants, conditions, products, and yield Starting materials: O=S(=O)(c1ccc(Br)cc1)C(F)(F)F, O=C([O-])[O-], C1CNCCN1, CC#N, [K+], [K+], O. Yields the product O=S(=O)(c1ccc(N2CCNCC2)cc1)C(F)(F)F. Reaction SMILES: [Br:1][c:2]1[cH:3][cH:4][c:5]([S:8](=[O:9])(=[O:10])[C:11]([F:12])([F:13])[F:14])[cH:6][cH:7]1.[C:21](=[O:22])([O-:23])[O-:24].[CH2:15]1[CH2:16][NH:17][CH2:18][CH2:19][NH:20]1.[CH3:28][C:29]#[N:30].[K+:25].[K+:26].[OH2:27]>>[c:2]1([N:17]2[CH2:16][CH2:15][NH:20][CH2:19][CH2:18]2)[cH:3][cH:4][c:5]([S:8](=[O:9])(=[O:10])[C:11]([F:12])([F:13])[F:14])[cH:6][cH:7]1.